This data is from the Open Reaction Database (ORD), a public repository of structured organic reaction records. The task is: describe an organic reaction: reactants, conditions, products, and yield Reactants: C(CCCCCN(C)CC(CCCCC)O)N(C)CC(CCCCC)O (N,N'-(1,6-hexylene)-bis[N-methyl-2-hydroxyheptylamine]), C(C1=CC=CC=C1)Br (benzyl bromide), CCCCCC (hexane), C(C)#N (Acetonitrile). Yields the product [Br-].[Br-].C(CCCCC[N+](CC1=CC=CC=C1)(C)CC(CCCCC)O)[N+](C)(CC1=CC=CC=C1)CC(CCCCC)O (N,N'-(1,6-hexylene)-bis[N-benzyl-N-methyl-2-hydroxyheptylammonium]dibromide). RXN SMILES: [CH2:1]([N:17]([CH2:19][CH:20]([OH:26])[CH2:21][CH2:22][CH2:23][CH2:24][CH3:25])[CH3:18])[CH2:2][CH2:3][CH2:4][CH2:5][CH2:6][N:7]([CH2:9][CH:10]([OH:16])[CH2:11][CH2:12][CH2:13][CH2:14][CH3:15])[CH3:8].[CH2:27]([Br:34])[C:28]1[CH:33]=[CH:32][CH:31]=[CH:30][CH:29]=1.[CH3:35][CH2:36][CH2:37][CH2:38][CH2:39][CH3:40].[C:41](#N)C>>[Br-:34].[Br-:34].[CH2:1]([N+:17]([CH2:19][CH:20]([OH:26])[CH2:21][CH2:22][CH2:23][CH2:24][CH3:25])([CH2:27][C:28]1[CH:33]=[CH:32][CH:31]=[CH:30][CH:29]=1)[CH3:18])[CH2:2][CH2:3][CH2:4][CH2:5][CH2:6][N+:7]([CH2:9][CH:10]([OH:16])[CH2:11][CH2:12][CH2:13][CH2:14][CH3:15])([CH3:41])[CH2:8][C:37]1[CH:36]=[CH:35][CH:40]=[CH:39][CH:38]=1 |f:4.5.6|. Procedure details: A mixture of N,N'-(1,6-hexylene)-bis[N-methyl-2-hydroxyheptylamine] (5 g.), benzyl bromide (4.7 g.) and hexane (60 ml.) was heated under reflux (for 5 hr.). Acetonitrile (20 ml.) was added and refluxing was continued (for 5 hr.). The solvents were stripped and the residue was recrystallized from ethylene dichloride, affording N,N'-(1,6-hexylene)-bis[N-benzyl-N-methyl-2-hydroxyheptylammonium]dibromide (V: R = CH3 (CH2)4, R' = CH3, R" = C6H5CH2, X = (CH2)6, Y = Br) (3.5 g., m.p. 127.0°-129.0° C.) The reactants are FC(C1=C(C=CC(=C1)C1=NC(=NO1)C1=CC2=C(CCN(CC2)CC(=O)OCC)C=C1)C1=CC=CC=C1)(F)F (ethyl (7-{5-[2-(trifluoromethyl)-4-biphenylyl]-1,2,4-oxadiazol-3-yl}-1,2,4,5-tetrahydro-3H-3-benzazepin-3-yl)acetate), [OH-].[Na+] (sodium hydroxide). The solvent is C(C)O (ethanol). Run at temperature 40 celsius. Yields the product FC(C1=C(C=CC(=C1)C1=NC(=NO1)C1=CC2=C(CCN(CC2)CC(=O)O)C=C1)C1=CC=CC=C1)(F)F ((7-{5-[2-(Trifluoromethyl)-4-biphenylyl]-1,2,4-oxadiazol-3-yl}-1,2,4,5-tetrahydro-3H-3-benzazepin-3-yl)acetic acid). Yield: 75.0%. As a reaction SMILES: [F:1][C:2]([F:38])([F:37])[C:3]1[CH:8]=[C:7]([C:9]2[O:13][N:12]=[C:11]([C:14]3[CH:30]=[CH:29][C:17]4[CH2:18][CH2:19][N:20]([CH2:23][C:24]([O:26]CC)=[O:25])[CH2:21][CH2:22][C:16]=4[CH:15]=3)[N:10]=2)[CH:6]=[CH:5][C:4]=1[C:31]1[CH:36]=[CH:35][CH:34]=[CH:33][CH:32]=1.[OH-].[Na+]>C(O)C>[F:38][C:2]([F:1])([F:37])[C:3]1[CH:8]=[C:7]([C:9]2[O:13][N:12]=[C:11]([C:14]3[CH:30]=[CH:29][C:17]4[CH2:18][CH2:19][N:20]([CH2:23][C:24]([OH:26])=[O:25])[CH2:21][CH2:22][C:16]=4[CH:15]=3)[N:10]=2)[CH:6]=[CH:5][C:4]=1[C:31]1[CH:32]=[CH:33][CH:34]=[CH:35][CH:36]=1 |f:1.2|. Procedure details: A mixture of ethyl (7-{5-[2-(trifluoromethyl)-4-biphenylyl]-1,2,4-oxadiazol-3-yl}-1,2,4,5-tetrahydro-3H-3-benzazepin-3-yl)acetate (Preparation 49) (22 mg, 0.04 mmol), aqueous sodium hydroxide (2M, 220 μL, 0.44 mmol) and ethanol (2.2 ml) was heated at 40° C. for 1 h. The reaction mixture was cooled to room temperature and concentrated. The residue was taken up in water, which was then acidified to pH 6 with acetic acid. The aqueous phase was extracted with EtOAc (2×20 ml) before the combined orga... Reactants: ClC1(CC1)C(=O)NC1=CC=C(C(=O)CCC(=O)O)C=C1 (3-[p-(1-chlorocyclopropylcarbonylamino)-benzoyl]-propionic acid), O.NN (hydrazine hydrate). Run in C(C)O (ethanol). The product is ClC1(CC1)C(=O)NC1=CC=C(C=C1)C=1CCC(NN1)=O (6-[p-(1-chlorocyclopropylcarbonylamino)-phenyl]-4,5-dihydro-3(2H)-pyridazinone). The yield is 92.1%. As a reaction SMILES: [Cl:1][C:2]1([C:5]([NH:7][C:8]2[CH:20]=[CH:19][C:11]([C:12]([CH2:14][CH2:15][C:16](O)=[O:17])=O)=[CH:10][CH:9]=2)=[O:6])[CH2:4][CH2:3]1.O.[NH2:22][NH2:23]>C(O)C>[Cl:1][C:2]1([C:5]([NH:7][C:8]2[CH:20]=[CH:19][C:11]([C:12]3[CH2:14][CH2:15][C:16](=[O:17])[NH:22][N:23]=3)=[CH:10][CH:9]=2)=[O:6])[CH2:4][CH2:3]1 |f:1.2|. Procedure details: 2.75 g (9.3 millimoles) of 3-[p-(1-chlorocyclopropylcarbonylamino)-benzoyl]-propionic acid, 0.47 g (9.4 millimoles) of hydrazine hydrate and 20 ml of ethanol are refluxed for 6 hours. The product is filtered off at 10° C., washed with ethanol and dried under reduced pressure at 50° C., giving 2.5 g (92% of theory) of 6-[p-(1-chlorocyclopropylcarbonylamino)-phenyl]-4,5-dihydro-3(2H)-pyridazinone as colorless crystals (identical with the compound from Example 7). The reactants are NC1=CC=C2C(=N1)C(=CN2)C2CCN(CC2)C (5-amino-3-(1-methylpiperidin-4-yl)pyrrolo[3,2-b]pyridine), C(CCCCC)(=O)Cl (hexanoyl chloride). Yields the product C(CCCCC)(=O)NC1=CC=C2C(=N1)C(=CN2)C2CCN(CC2)C (5-(N-[hexanoyl]amino)-3-(1-methylpiperidin-4-yl)pyrrolo[3,2-b]pyridine). Isolated yield 83.0%. Reaction SMILES: [NH2:1][C:2]1[N:7]=[C:6]2[C:8]([CH:11]3[CH2:16][CH2:15][N:14]([CH3:17])[CH2:13][CH2:12]3)=[CH:9][NH:10][C:5]2=[CH:4][CH:3]=1.[C:18](Cl)(=[O:24])[CH2:19][CH2:20][CH2:21][CH2:22][CH3:23]>>[C:18]([NH:1][C:2]1[N:7]=[C:6]2[C:8]([CH:11]3[CH2:16][CH2:15][N:14]([CH3:17])[CH2:13][CH2:12]3)=[CH:9][NH:10][C:5]2=[CH:4][CH:3]=1)(=[O:24])[CH2:19][CH2:20][CH2:21][CH2:22][CH3:23]. Procedure: Beginning with 0.01 gm (0.044 mMol) 5-amino-3-(1-methylpiperidin-4-yl)pyrrolo[3,2-b]pyridine and 0.0077 mL (0.048 mMol) hexanoyl chloride, 0.012 gm (84%) of the title compound were prepared essentially by the procedure described in Example 7. The reactants are COC=1C(=CC2=C(C(=NC(C(N2CC)=O)CC2=C(C=CC=C2)N)C2=CC=CC=C2)C1)OC (7,8-dimethoxy-1-ethyl-3-(2-aminobenzyl)-5-phenyl-1,3-dihydro-2H-1,4-benzodiazepin-2-one), COC=1C(=CC2=C(C(=NC(C(N2CC)=O)CC2=C(C=CC=C2)CN)C2=CC=CC=C2)C1)OC (7,8-dimethoxy-1-ethyl-3-(2-aminomethylbenzyl)-5-phenyl-1,3-dihydro-2H-1,4-benzodiazepin-2-one). Product: COC=1C(=CC2=C(C(=NC(C(N2)=O)C2=C(CCNC(C)=O)C=CC=C2)C2=CC=CC=C2)C1)OC (N-[2-(7,8-dimethoxy-2-oxo-5-phenyl-2,3-dihydro-1H-1,4-benzodiazepin-3-yl)benzyl]methylacetamide). The yield is 55.0%. As a reaction SMILES: C[O:2][C:3]1C(OC)=CC2N(CC)C(=O)C(CC3C=CC=CC=3N)N=C(C3C=CC=CC=3)C=2[CH:30]=1.[CH3:33][O:34][C:35]1[C:36]([O:64][CH3:65])=[CH:37][C:38]2[N:44](CC)[C:43](=[O:47])[CH:42]([CH2:48][C:49]3[CH:54]=[CH:53][CH:52]=[CH:51][C:50]=3[CH2:55][NH2:56])[N:41]=[C:40]([C:57]3[CH:62]=[CH:61][CH:60]=[CH:59][CH:58]=3)[C:39]=2[CH:63]=1>>[CH3:33][O:34][C:35]1[C:36]([O:64][CH3:65])=[CH:37][C:38]2[NH:44][C:43](=[O:47])[CH:42]([C:48]3[CH:51]=[CH:52][CH:53]=[CH:54][C:49]=3[CH2:50][CH2:55][NH:56][C:3](=[O:2])[CH3:30])[N:41]=[C:40]([C:57]3[CH:58]=[CH:59][CH:60]=[CH:61][CH:62]=3)[C:39]=2[CH:63]=1. Reported procedure: By replacing 7,8-dimethoxy-1-ethyl-3-(2-aminobenzyl)-5-phenyl-1,3-dihydro-2H-1,4-benzodiazepin-2-one (IIca) in example IIcf by 7,8-dimethoxy-1-ethyl-3-(2-aminomethylbenzyl)-5-phenyl-1,3-dihydro-2H-1,4-benzodiazepin-2-one (IIcg) and proceeding in the same manner, the abovenamed product is obtained. Yield: 55%. M: 122–124° C. 1H-NMR (CDCl3, 200 MHz): d 1.07–1.14 (m, 3H, CH3), 1.49 (s, 1H, COCH3), 3.41–3.80 (m, 6H, CHCH2+1HNCH2+OCH3), 3.89–3.98 (m, 4H, CHCH2+OCH3), 4.34–4.45 (m, 1HNCH2), 6.60 (s, 1... Starting materials: C(C)(C)(C)OC(N[C@@H]([C@@H](C)C1=CC=CC=C1)C(NC1=CC=C(C=C1)C#C)=O)=O ([(1S,2S)-1-(4-ethynyl-phenylcarbamoyl)-2-phenyl-propyl]-carbamic acid tert-butyl ester). Solvent: C(=O)O (formic acid). Reaction conditions: temperature 50 celsius. The product is N[C@H](C(=O)NC1=CC=C(C=C1)C#C)[C@@H](C)C1=CC=CC=C1 ((2S,3S)-2-amino-N-(4-ethynyl-phenyl)-3-phenyl-butyramide). Isolated yield 97.3%. As a reaction SMILES: C(OC(=O)[NH:7][C@H:8]([C:17](=[O:27])[NH:18][C:19]1[CH:24]=[CH:23][C:22]([C:25]#[CH:26])=[CH:21][CH:20]=1)[C@H:9]([C:11]1[CH:16]=[CH:15][CH:14]=[CH:13][CH:12]=1)[CH3:10])(C)(C)C>C(O)=O>[NH2:7][C@@H:8]([C@H:9]([C:11]1[CH:12]=[CH:13][CH:14]=[CH:15][CH:16]=1)[CH3:10])[C:17]([NH:18][C:19]1[CH:24]=[CH:23][C:22]([C:25]#[CH:26])=[CH:21][CH:20]=1)=[O:27]. Procedure: A suspension of [(1S,2S)-1-(4-ethynyl-phenylcarbamoyl)-2-phenyl-propyl]-carbamic acid tert-butyl ester (300 mg, 0.79 mmol) in formic acid (5 mL) was heated to 50° C. for 1 hour. The reaction was concentrated in vacuo, basified with saturated aqueous sodium hydrogen carbonate and extracted with ethyl acetate (2×20 mL). The combined organic extracts were washed with water, brine, dried over sodium sulfate, filtered and concentrated in vacuo to give (2S,3S)-2-amino-N-(4-ethynyl-phenyl)-3-phenyl-but... Reactants: [Al+3], CCCCCCCc1ccccc1, COC(Cl)Cl, CC[N+](=O)[O-], [Cl-], [Cl-], [Cl-], CC(Cl)Cl, O. The product is CCCCCCCc1ccccc1C=O. As a reaction SMILES: [Al+3:15].[CH2:1]([CH2:2][CH2:3][CH2:4][CH2:5][CH2:6][CH3:7])[c:8]1[cH:9][cH:10][cH:11][cH:12][cH:13]1.[CH3:18][O:19][CH:20]([Cl:21])[Cl:22].[CH3:24][CH2:25][N+:26](=[O:27])[O-:28].[Cl-:14].[Cl-:16].[Cl-:17].[Cl:29][CH:30]([Cl:31])[CH3:32].[OH2:23]>>[CH2:1]([CH2:2][CH2:3][CH2:4][CH2:5][CH2:6][CH3:7])[c:8]1[cH:9][cH:10][cH:11][cH:12][c:13]1[CH:18]=[O:19]. The reactants are resultant mixture, FC=1C=C(C(=O)O)C=CC1F (3,4-Difluorobenzoic acid), CN(C)C(=[N+](C)C)ON1C2=C(C=CC=C2)N=N1.[B-](F)(F)(F)F (TBTU), CCN(C(C)C)C(C)C (DIPEA), CN[C@H](CN1CC(C1)O)CCC ((S)-1-(2-(methylamino)pentyl)azetidin-3-ol). The solvent is C(Cl)Cl (DCM). Conditions: time 90 minute. The product is FC=1C=C(C(=O)N(C)[C@H](CN2CC(C2)O)CCC)C=CC1F ((S)-3,4-Difluoro-N-(1-(3-hydroxyazetidin-1-yl)pentan-2-yl)-N-methylbenzamide). Isolated yield 56.3%. As a reaction SMILES: [F:1][C:2]1[CH:3]=[C:4]([CH:8]=[CH:9][C:10]=1[F:11])[C:5]([OH:7])=O.CN(C(ON1N=NC2C=CC=CC1=2)=[N+](C)C)C.[B-](F)(F)(F)F.CCN(C(C)C)C(C)C.[CH3:43][NH:44][C@@H:45]([CH2:52][CH2:53][CH3:54])[CH2:46][N:47]1[CH2:50][CH:49]([OH:51])[CH2:48]1>C(Cl)Cl>[F:1][C:2]1[CH:3]=[C:4]([CH:8]=[CH:9][C:10]=1[F:11])[C:5]([N:44]([C@@H:45]([CH2:52][CH2:53][CH3:54])[CH2:46][N:47]1[CH2:48][CH:49]([OH:51])[CH2:50]1)[CH3:43])=[O:7] |f:1.2|. Reported procedure: 3,4-Difluorobenzoic acid (0.184 g, 1.16 mmol), TBTU (0.373 g, 1.16 mmol) and DIPEA (0.303 mL, 1.74 mmol) was stirred in DCM (2 mL) for 40 min before (S)-1-(2-(methylamino)pentyl)azetidin-3-ol (Compound J4) (0.1 g, 0.58 mmol) was added. The resultant mixture was stirred at rt overnight. The solvent was removed under reduced pressure and the residue dissolved in a mixture of MeOH (3 mL) and NaOH (aq. 1 mL, 1M). The resultant mixture was stirred at rt for 90 min before the MeOH was removed on a vac... Starting materials: C(C(=C)C)(=O)OC1C2OC(C3CC1OC32)=O (3-oxo-2,7-dioxatricyclo[4.2.1.04,8]nonan-9-yl methacrylate), OC1=CC=C(C=C)C=C1 (4-hydroxystyrene). Product: C(C(=C)C)(=O)OC1=CC=CC2=C(C=CC=C12)O (5-hydroxynaphthalen-1-yl methacrylate). Reaction SMILES: [C:1]([O:6][CH:7]1[CH:13]2O[CH:15]3[CH:8]1OC(=O)[CH:11]3[CH2:12]2)(=[O:5])[C:2]([CH3:4])=[CH2:3].[OH:17][C:18]1C=C[C:21](C=C)=[CH:20][CH:19]=1>>[C:1]([O:6][C:7]1[C:8]2[C:15](=[C:18]([OH:17])[CH:19]=[CH:20][CH:21]=2)[CH:11]=[CH:12][CH:13]=1)(=[O:5])[C:2]([CH3:4])=[CH2:3]. Reported procedure: 3-oxo-2,7-dioxatricyclo[4.2.1.04,8]nonan-9-yl methacrylate:PAG Monomer 1=0.30:0.30:0.30:0.10